Dataset: the Open Reaction Database (ORD), a public repository of structured organic reaction records. Task: describe an organic reaction: reactants, conditions, products, and yield Reactants: CC([O-])C.[Al+3].CC([O-])C.CC([O-])C (aluminum isopropoxide), C(=O)(OCC)CC1CCC(=CC1=O)CCCC (6-(carbethoxymethyl)-3-n-butyl-2-cyclohexen-1-one), O1C(CC2C1C=CCC2)=O (3a,4,5,7a-tetrahydro-2(3H)-benzofuranone). Run in C1(=CC=CC=C1)C (toluene). Product: C1(=CC=CC=C1)C1=C[C@H]2[C@H](CC(O2)=O)CC1 (cis 6-phenyl-3a,4,5,7a-tetrahydro-2(3H)-benzofuranone). Isolated yield 83.7%. RXN SMILES: [CH3:1][CH:2](C)[O-].[Al+3].CC(C)[O-].CC(C)[O-].[C:14]([CH2:19][CH:20]1[C:25](=[O:26])[CH:24]=[C:23]([CH2:27][CH2:28][CH2:29][CH3:30])[CH2:22][CH2:21]1)([O:16]CC)=O.O1C2C=CCCC2CC1=O>C1(C)C=CC=CC=1>[C:27]1([C:23]2[CH2:22][CH2:21][C@H:20]3[CH2:19][C:14](=[O:16])[O:26][C@H:25]3[CH:24]=2)[CH:28]=[CH:29][CH:30]=[CH:2][CH:1]=1 |f:0.1.2.3|. Procedure: The reaction of 7.12 g (34.8 mmoles) of aluminum isopropoxide in 100 ml of toluene with 1.5 g (5.8 mmoles) of 6-(carbethoxymethyl)-3-n-butyl-2-cyclohexen-1-one was conducted in a similar manner to the synthesis of 3a,4,5,7a-tetrahydro-2(3H)-benzofuranone described in Example I. The crude material was purified by crystallization from hexane to yield 1.04 g (84%) of cis 6-phenyl-3a,4,5,7a-tetrahydro-2(3H)-benzofuranone, mp 90°-92° C. NMR and IR confirm the structure of the compound. Starting materials: Cc1c(OCc2ccc(C(=O)c3ccc(Cl)nc3)cc2)nc2ccccn2c1=O, C1CCN(C2CCNCC2)CC1, c1ccncc1. Reaction SMILES: [Cl:1][c:2]1[n:3][cH:4][c:5]([C:6](=[O:7])[c:8]2[cH:9][cH:10][c:11]([CH2:12][O:13][c:14]3[n:15][c:16]4[n:17]([c:18](=[O:21])[c:19]3[CH3:20])[cH:22][cH:23][cH:24][cH:25]4)[cH:26][cH:27]2)[cH:28][cH:29]1.[N:30]1([CH:36]2[CH2:37][CH2:38][NH:39][CH2:40][CH2:41]2)[CH2:31][CH2:32][CH2:33][CH2:34][CH2:35]1.[cH:42]1[cH:43][cH:44][n:45][cH:46][cH:47]1>>[c:2]1([N:39]2[CH2:38][CH2:37][CH:36]([N:30]3[CH2:31][CH2:32][CH2:33][CH2:34][CH2:35]3)[CH2:41][CH2:40]2)[n:3][cH:4][c:5]([C:6](=[O:7])[c:8]2[cH:9][cH:10][c:11]([CH2:12][O:13][c:14]3[n:15][c:16]4[n:17]([c:18](=[O:21])[c:19]3[CH3:20])[cH:22][cH:23][cH:24][cH:25]4)[cH:26][cH:27]2)[cH:28][cH:29]1. Yields the product Cc1c(OCc2ccc(C(=O)c3ccc(N4CCC(N5CCCCC5)CC4)nc3)cc2)nc2ccccn2c1=O. Starting materials: ClCCl, CCCCCCCCCCCCCCCCCCOC1C(COC(c2ccccc2)(c2ccccc2)c2ccccc2)OC(OC)C1OC, O=C(O)C(F)(F)F. Product: CCCCCCCCCCCCCCCCCCOC1C(CO)OC(OC)C1OC. RXN SMILES: [CH2:57]([Cl:58])[Cl:59].[CH3:1][O:2][CH:3]1[CH:4]([O:5][CH3:6])[O:7][CH:8]([CH2:29][O:30][C:31]([c:32]2[cH:33][cH:34][cH:35][cH:36][cH:37]2)([c:38]2[cH:39][cH:40][cH:41][cH:42][cH:43]2)[c:44]2[cH:45][cH:46][cH:47][cH:48][cH:49]2)[CH:9]1[O:10][CH2:11][CH2:12][CH2:13][CH2:14][CH2:15][CH2:16][CH2:17][CH2:18][CH2:19][CH2:20][CH2:21][CH2:22][CH2:23][CH2:24][CH2:25][CH2:26][CH2:27][CH3:28].[OH:50][C:51]([C:52]([F:53])([F:54])[F:55])=[O:56]>>[CH3:1][O:2][CH:3]1[CH:4]([O:5][CH3:6])[O:7][CH:8]([CH2:29][OH:30])[CH:9]1[O:10][CH2:11][CH2:12][CH2:13][CH2:14][CH2:15][CH2:16][CH2:17][CH2:18][CH2:19][CH2:20][CH2:21][CH2:22][CH2:23][CH2:24][CH2:25][CH2:26][CH2:27][CH3:28].